From a dataset of the Open Reaction Database (ORD), a public repository of structured organic reaction records. describe an organic reaction: reactants, conditions, products, and yield Reactants: C(CCC)NC=1C=C(C(=O)N)C=C(C1OC1=CC=CC=C1)S(N)(=O)=O (3-n-butylamino-4-phenoxy-5-sulfamylbenzamide), C(CCC)NC=1C=C(C(=O)NC)C=C(C1OC1=CC=CC=C1)S(N)(=O)=O (3-n-butylamino-4-phenoxy-5-sulfamyl-N-methylbenzamide). Product: C(CCC)NC=1C=C(CCN)C=C(C1OC1=CC=CC=C1)S(N)(=O)=O ((3-n-butylamino-4-phenoxy-5-sulfamylbenzyl)methylamine). RXN SMILES: [CH2:1]([NH:5][C:6]1[CH:7]=[C:8]([CH:12]=[C:13]([S:22](=[O:25])(=[O:24])[NH2:23])[C:14]=1[O:15][C:16]1[CH:21]=[CH:20][CH:19]=[CH:18][CH:17]=1)[C:9](N)=O)[CH2:2][CH2:3][CH3:4].[CH2:26]([NH:30]C1C=C(C=C(S(=O)(=O)N)C=1OC1C=CC=CC=1)C(NC)=O)CCC>>[CH2:1]([NH:5][C:6]1[CH:7]=[C:8]([CH:12]=[C:13]([S:22](=[O:25])(=[O:24])[NH2:23])[C:14]=1[O:15][C:16]1[CH:21]=[CH:20][CH:19]=[CH:18][CH:17]=1)[CH2:9][CH2:26][NH2:30])[CH2:2][CH2:3][CH3:4]. Procedure: By replacing in Example 289 3-n-butylamino-4-phenoxy-5-sulfamylbenzamide with an equimolar amount of 3-n-butylamino-4-phenoxy-5-sulfamyl-N-methylbenzamide and following the procedure described, (3-n-butylamino-4-phenoxy-5-sulfamylbenzyl)methylamine is obtained with a melting point of 157°-159° C. The material (IR, analysis) is identical with the material prepared as in Example 115.